This data is from the Open Reaction Database (ORD), a public repository of structured organic reaction records. The task is: describe an organic reaction: reactants, conditions, products, and yield Reactants: Cl.COC(C1=CC(=CC=C1)N)=O (3-Amino-benzoic acid methyl ester hydrochloride), C1=CC=C(C=C1)COC(=O)NCC(=O)O (N-α-CBZ-glycine). Product: COC(C1=CC(=CC=C1)NC(CNC(=O)OCC1=CC=CC=C1)=O)=O (3-(2-Benzyloxycarbonylamino-acetylamino)-benzoic Acid Methyl Ester). The yield is 91.1%. As a reaction SMILES: Cl.[CH3:2][O:3][C:4](=[O:12])[C:5]1[CH:10]=[CH:9][CH:8]=[C:7]([NH2:11])[CH:6]=1.[CH:13]1[CH:18]=[CH:17][C:16]([CH2:19][O:20][C:21]([NH:23][CH2:24][C:25](O)=[O:26])=[O:22])=[CH:15][CH:14]=1>>[CH3:2][O:3][C:4](=[O:12])[C:5]1[CH:10]=[CH:9][CH:8]=[C:7]([NH:11][C:25](=[O:26])[CH2:24][NH:23][C:21]([O:20][CH2:19][C:16]2[CH:15]=[CH:14][CH:13]=[CH:18][CH:17]=2)=[O:22])[CH:6]=1 |f:0.1|. Procedure details: 3-Amino-benzoic acid methyl ester hydrochloride (1.88 g, 10.0 mmol) was reacted with N-α-CBZ-glycine (3.14 g, 15.0 mmol) according to the procedure of Example 102, step a to afford the product (3.12 g, 91%). 1H NMR (300MHZ, CDCl3) 10.18 (1H, br s), 8.26 (1H, m), 7.84 (1H, d), 7.65 (1H, d), 7.55 (1H, d), 7.48-7.22 (7H, m), 5.05 (2H, s), 3.85 (3H, s), 3.83 (2H, d). The reactants are C#CCN(Cc1cc2c(=O)n(C)c(COC(C)=O)nc2cc1Cl)c1ccc(C(=O)OC(C)(C)C)cc1, [Na+], C1CCOC1, [OH-], O. Product: C#CCN(Cc1cc2c(=O)n(C)c(CO)nc2cc1Cl)c1ccc(C(=O)OC(C)(C)C)cc1. As a reaction SMILES: [C:1](=[O:2])([CH3:3])[O:4][CH2:5][c:6]1[n:7][c:8]2[cH:9][c:10]([Cl:36])[c:11]([CH2:18][N:19]([CH2:20][C:21]#[CH:22])[c:23]3[cH:24][cH:25][c:26]([C:27](=[O:28])[O:29][C:30]([CH3:31])([CH3:32])[CH3:33])[cH:34][cH:35]3)[cH:12][c:13]2[c:14](=[O:17])[n:15]1[CH3:16].[Na+:38].[O:40]1[CH2:41][CH2:42][CH2:43][CH2:44]1.[OH-:37].[OH2:39]>>[OH:4][CH2:5][c:6]1[n:7][c:8]2[cH:9][c:10]([Cl:36])[c:11]([CH2:18][N:19]([CH2:20][C:21]#[CH:22])[c:23]3[cH:24][cH:25][c:26]([C:27](=[O:28])[O:29][C:30]([CH3:31])([CH3:32])[CH3:33])[cH:34][cH:35]3)[cH:12][c:13]2[c:14](=[O:17])[n:15]1[CH3:16]. Reactants: CC(C)CC(C(=O)NC1Cc2cn(c3ccccc23)CCCCCCNC1=O)C(C)C(=O)OC(C)(C)C, ClCCl, O=C(O)C(F)(F)F. The product is CC(C)CC(C(=O)NC1Cc2cn(c3ccccc23)CCCCCCNC1=O)C(C)C(=O)O. As a reaction SMILES: [C:1]([CH3:2])([CH3:3])([CH3:4])[O:5][C:6]([CH:7]([CH:8]([CH2:9][CH:10]([CH3:11])[CH3:12])[C:13]([NH:14][CH:15]1[C:16](=[O:34])[NH:17][CH2:18][CH2:19][CH2:20][CH2:21][CH2:22][CH2:23][n:24]2[c:25]3[cH:26][cH:27][cH:28][cH:29][c:30]3[c:31]([cH:33]2)[CH2:32]1)=[O:35])[CH3:36])=[O:37].[Cl:45][CH2:46][Cl:47].[F:38][C:39]([F:40])([F:41])[C:42]([OH:43])=[O:44]>>[O:5]=[C:6]([CH:7]([CH:8]([CH2:9][CH:10]([CH3:11])[CH3:12])[C:13]([NH:14][CH:15]1[C:16](=[O:34])[NH:17][CH2:18][CH2:19][CH2:20][CH2:21][CH2:22][CH2:23][n:24]2[c:25]3[cH:26][cH:27][cH:28][cH:29][c:30]3[c:31]([cH:33]2)[CH2:32]1)=[O:35])[CH3:36])[OH:37]. The solvent is C1=CC=CC=C1 (benzene). The reactants are OC=C1C(N(C2=CC(=C(C=C2C1=O)OC)OC)C(=O)OCC)C (3-hydroxymethylene-6,7-dimethoxy-2-methyl-4-oxo-1,2,3,4-tetrahydro-1-quinoline carboxylic acid, ethyl ester), CN (methylamine). Product: CNC=C1C(N(C2=CC(=C(C=C2C1=O)OC)OC)C(=O)OCC)C (3-Methylaminomethylene-6,7-dimethoxy-2-methyl-4-oxo-1,2,3,4-tetrahydro-1-quinoline carboxylic acid, ethyl ester). Run at time 8 hour. Procedure: A solution of 3.2 g. of 3-hydroxymethylene-6,7-dimethoxy-2-methyl-4-oxo-1,2,3,4-tetrahydro-1-quinoline carboxylic acid, ethyl ester and 2 g. of methylamine in 30 ml. of benzene is allowed to stir at room temperature overnight. The reaction mixture is concentrated to a foam which is subsequently crystallized twice from ethyl acetate-hexane, 1.95 g., m.p. 154°-156°C. A small sample is again recrystallized from the same solvent system for analysis, m.p. 155°-156°C. Reaction SMILES: O[CH:2]=[C:3]1[C:12](=[O:13])[C:11]2[C:6](=[CH:7][C:8]([O:16][CH3:17])=[C:9]([O:14][CH3:15])[CH:10]=2)[N:5]([C:18]([O:20][CH2:21][CH3:22])=[O:19])[CH:4]1[CH3:23].[CH3:24][NH2:25]>C1C=CC=CC=1>[CH3:24][NH:25][CH:2]=[C:3]1[C:12](=[O:13])[C:11]2[C:6](=[CH:7][C:8]([O:16][CH3:17])=[C:9]([O:14][CH3:15])[CH:10]=2)[N:5]([C:18]([O:20][CH2:21][CH3:22])=[O:19])[CH:4]1[CH3:23]. Reactants: Cl.C(N)(=N)C1=CC2=C(S1)CC(CC2)C(=O)OCC (2-amidino-6-ethoxycarbonyl-4,5,6,7-tetrahydrobenzo[b]thiophene hydrochloride). The solvent is Cl (HCl). Reaction conditions: temperature 70 celsius, time 9 hour. Product: Cl.C(N)(=N)C1=CC2=C(S1)CC(CC2)C(=O)O (2-amidino-6-carboxy-4,5,6,7-tetrahydrobenzo[b]thiophene hydrochloride). The yield is 92.5%. As a reaction SMILES: [ClH:1].[C:2]([C:5]1[S:9][C:8]2[CH2:10][CH:11]([C:14]([O:16]CC)=[O:15])[CH2:12][CH2:13][C:7]=2[CH:6]=1)(=[NH:4])[NH2:3]>Cl>[ClH:1].[C:2]([C:5]1[S:9][C:8]2[CH2:10][CH:11]([C:14]([OH:16])=[O:15])[CH2:12][CH2:13][C:7]=2[CH:6]=1)(=[NH:3])[NH2:4] |f:0.1,3.4|. Procedure details: A mixture of 2-amidino-6-ethoxycarbonyl-4,5,6,7-tetrahydrobenzo[b]thiophene hydrochloride (1.15 g), and 6 N HCl (10 ml) was stirred at 70° C. for 9 hours. The resulting precipitate was washed with Et2O to give 2-amidino-6-carboxy-4,5,6,7-tetrahydrobenzo[b]thiophene hydrochloride (0.96 g). Starting materials: O=C1CCC(=O)N1Br, ClCCl, CS(=O)(=O)c1ccc(C(CC2CCCCCC2)C(=O)O)cc1, Nc1nccs1, c1ccc(P(c2ccccc2)c2ccccc2)cc1. The product is CS(=O)(=O)c1ccc(C(CC2CCCCCC2)C(=O)Nc2nccs2)cc1. Reaction SMILES: [Br:20][N:21]1[C:22](=[O:23])[CH2:24][CH2:25][C:26]1=[O:27].[CH2:56]([Cl:57])[Cl:58].[CH:28]1([CH2:35][CH:36]([C:37](=[O:38])[OH:39])[c:40]2[cH:41][cH:42][c:43]([S:46](=[O:47])(=[O:48])[CH3:49])[cH:44][cH:45]2)[CH2:29][CH2:30][CH2:31][CH2:32][CH2:33][CH2:34]1.[NH2:50][c:51]1[s:52][cH:53][cH:54][n:55]1.[c:1]1([P:2]([c:3]2[cH:4][cH:5][cH:6][cH:7][cH:8]2)[c:9]2[cH:10][cH:11][cH:12][cH:13][cH:14]2)[cH:15][cH:16][cH:17][cH:18][cH:19]1>>[CH:28]1([CH2:35][CH:36]([C:37](=[O:39])[NH:50][c:51]2[s:52][cH:53][cH:54][n:55]2)[c:40]2[cH:41][cH:42][c:43]([S:46](=[O:47])(=[O:48])[CH3:49])[cH:44][cH:45]2)[CH2:29][CH2:30][CH2:31][CH2:32][CH2:33][CH2:34]1. The reactants are CC(=O)[O-], CC(=O)[O-], [Cu+2], CC(=O)Nc1nc(C)c(-c2ccc(C=NO)s2)s1, c1ccncc1. Yields the product CC(=O)Nc1nc(C)c(-c2ccc(C#N)s2)s1. RXN SMILES: [C:25]([O-:26])(=[O:27])[CH3:28].[C:30]([O-:31])(=[O:32])[CH3:33].[Cu+2:29].[OH:1][N:2]=[CH:3][c:4]1[cH:5][cH:6][c:7](-[c:9]2[c:10]([CH3:18])[n:11][c:12]([NH:14][C:15]([CH3:16])=[O:17])[s:13]2)[s:8]1.[cH:19]1[cH:20][cH:21][n:22][cH:23][cH:24]1>>[N:2]#[C:3][c:4]1[cH:5][cH:6][c:7](-[c:9]2[c:10]([CH3:18])[n:11][c:12]([NH:14][C:15]([CH3:16])=[O:17])[s:13]2)[s:8]1. Starting materials: CO, N, CSC(=Nc1cscc1C)NC1CCCCC12OCCO2. Yields the product Cc1cscc1NC(=N)NC1CCCCC12OCCO2. RXN SMILES: [CH3:23][OH:24].[NH3:1].[O:2]1[CH2:3][CH2:4][O:5][C:6]12[CH:7]([NH:12][C:13]([S:14][CH3:15])=[N:16][c:17]1[cH:18][s:19][cH:20][c:21]1[CH3:22])[CH2:8][CH2:9][CH2:10][CH2:11]2>>[NH:1]=[C:13]([NH:12][CH:7]1[C:6]2([O:2][CH2:3][CH2:4][O:5]2)[CH2:11][CH2:10][CH2:9][CH2:8]1)[NH:16][c:17]1[cH:18][s:19][cH:20][c:21]1[CH3:22]. Product: C(C)(C)(C)OC(=O)CON=C(C(=O)O)C=1N=CSC1 (2-t-butoxycarbonylmethoxyimino-2-(4-thiazolyl)acetic acid). Reactants: N(=O)OC(C)(C)C (t-butyl nitrite), aqueous solution, C(C)(C)(C)OC(=O)CON=C(C(=O)O)C=1N=C(SC1)N (2-t-butoxycarbonylmethoxyimino-2-(2-aminothiazol-4-yl)acetic acid), C([O-])([O-])=O.[K+].[K+] (potassium carbonate), Cl (hydrochloric acid). Solvent: O (Water), O1CCCC1 (tetrahydrofuran), O1CCCC1 (tetrahydrofuran), O (water), C(C)(=O)OCC (ethyl acetate). Yield: 55.8%. Reported procedure: To a suspension of 2-t-butoxycarbonylmethoxyimino-2-(2-aminothiazol-4-yl)acetic acid (syn isomer) (11.5 g) in tetrahydrofuran (80.5 ml) was added dropwise a solution of t-butyl nitrite (6.5 g) in tetrahydrofuran (32.5 ml) at 50° to 57° C. under stirring, and the mixture was stirred at 50° to 55° C. for 20 minutes. The reaction mixture was poured into a mixture of ethyl acetate and water and the solution was acidified to pH 1.0 with 10% hydrochloric acid. Water (60 ml) was added to the separated ... As a reaction SMILES: [C:1]([O:5][C:6]([CH2:8][O:9][N:10]=[C:11]([C:15]1[N:16]=[C:17](N)[S:18][CH:19]=1)[C:12]([OH:14])=[O:13])=[O:7])([CH3:4])([CH3:3])[CH3:2].N(OC(C)(C)C)=O.Cl.C(=O)([O-])[O-].[K+].[K+]>O1CCCC1.O.C(OCC)(=O)C>[C:1]([O:5][C:6]([CH2:8][O:9][N:10]=[C:11]([C:15]1[N:16]=[CH:17][S:18][CH:19]=1)[C:12]([OH:14])=[O:13])=[O:7])([CH3:4])([CH3:2])[CH3:3] |f:3.4.5|. Reactants: N1(CCCCC1)CCCO (3-piperidin-1-yl-propan-1-ol), [H-].[Na+] (NaH), O (water), C(C1=CC=CC=C1)OC1=CC=C(C=C1)C1=C(N=NC(=C1)Cl)CCCC (4-(4-benzyloxy-phenyl)-3-butyl-6-chloro-pyridazine). Run in C1CCOC1 (THF). Reaction conditions: time 10 minute. Yields the product C(C1=CC=CC=C1)OC1=CC=C(C=C1)C1=C(N=NC(=C1)OCCCN1CCCCC1)CCCC (4-(4-Benzyloxy-phenyl)-3-butyl-6-(3-piperidin-1-yl-propoxy)-pyridazine). Reaction SMILES: [N:1]1([CH2:7][CH2:8][CH2:9][OH:10])[CH2:6][CH2:5][CH2:4][CH2:3][CH2:2]1.[H-].[Na+].[CH2:13]([O:20][C:21]1[CH:26]=[CH:25][C:24]([C:27]2[CH:32]=[C:31](Cl)[N:30]=[N:29][C:28]=2[CH2:34][CH2:35][CH2:36][CH3:37])=[CH:23][CH:22]=1)[C:14]1[CH:19]=[CH:18][CH:17]=[CH:16][CH:15]=1.O>C1COCC1>[CH2:13]([O:20][C:21]1[CH:26]=[CH:25][C:24]([C:27]2[CH:32]=[C:31]([O:10][CH2:9][CH2:8][CH2:7][N:1]3[CH2:6][CH2:5][CH2:4][CH2:3][CH2:2]3)[N:30]=[N:29][C:28]=2[CH2:34][CH2:35][CH2:36][CH3:37])=[CH:23][CH:22]=1)[C:14]1[CH:15]=[CH:16][CH:17]=[CH:18][CH:19]=1 |f:1.2|. Procedure details: To a stirred solution of 3-piperidin-1-yl-propan-1-ol (0.85 mmol, 121 mg) in THF at room temperature, NaH (1.2 mmol, 29 mg) was added and stirring continued for 10 min then 4-(4-benzyloxy-phenyl)-3-butyl-6-chloro-pyridazine (Example 1, 0.42 mmol, 150 mg) was added. The resulting mixture was stirred at 50-55° C. over night, poured into water and extracted with ethyl acetate. The organic layer was washed with water, brine dried (Na2SO4) filtered and concentrated under reduced pressure. The product...